Dataset: the Open Reaction Database (ORD), a public repository of structured organic reaction records. Task: describe an organic reaction: reactants, conditions, products, and yield Starting materials: O=[N+]([O-])c1cc(Br)c(CBr)c(Br)c1, O=C([O-])[O-], C1COCCO1, [Ca+2], O. The product is O=[N+]([O-])c1cc(Br)c(CO)c(Br)c1. As a reaction SMILES: [Br:1][CH2:2][c:3]1[c:4]([Br:13])[cH:5][c:6]([N+:10](=[O:11])[O-:12])[cH:7][c:8]1[Br:9].[C:14]([O-:15])(=[O:16])[O-:17].[CH2:19]1[O:20][CH2:21][CH2:22][O:23][CH2:24]1.[Ca+2:18].[OH2:25]>>[CH2:2]([c:3]1[c:4]([Br:13])[cH:5][c:6]([N+:10](=[O:11])[O-:12])[cH:7][c:8]1[Br:9])[OH:15].